This data is from the Open Reaction Database (ORD), a public repository of structured organic reaction records. The task is: describe an organic reaction: reactants, conditions, products, and yield Reactants: C1CCOC1, CN1C(=O)CCC2(C)c3ccc(C(=O)O)cc3CCC12, CN(C)C=O, ClC(Cl)Cl, O=C(Cl)C(=O)Cl, OCc1ccccc1, c1ccncc1, c1ccccc1. The product is CN1C(=O)CCC2(C)c3ccc(C(=O)OCc4ccccc4)cc3CCC12. RXN SMILES: [CH2:41]1[O:42][CH2:43][CH2:44][CH2:45]1.[CH3:1][N:2]1[C:3](=[O:20])[CH2:4][CH2:5][C:6]2([CH3:19])[c:7]3[c:8]([cH:12][c:13]([C:16](=[O:17])[OH:18])[cH:14][cH:15]3)[CH2:9][CH2:10][CH:11]12.[CH3:50][N:51]([CH3:52])[CH:53]=[O:54].[CH:46]([Cl:47])([Cl:48])[Cl:49].[Cl:21][C:22]([C:23]([Cl:24])=[O:25])=[O:26].[OH:27][CH2:28][c:29]1[cH:30][cH:31][cH:32][cH:33][cH:34]1.[cH:35]1[cH:36][cH:37][n:38][cH:39][cH:40]1.[cH:55]1[cH:56][cH:57][cH:58][cH:59][cH:60]1>>[CH3:1][N:2]1[C:3](=[O:20])[CH2:4][CH2:5][C:6]2([CH3:19])[c:7]3[c:8]([cH:12][c:13]([C:16](=[O:17])[O:18][CH2:28][c:29]4[cH:30][cH:31][cH:32][cH:33][cH:34]4)[cH:14][cH:15]3)[CH2:9][CH2:10][CH:11]12. Reactants: O (water), NCCN1CCC(CC1)N1CCC2=CC=CC=C12 (1-[1-(2-Aminoethyl)piperidin-4-yl]indoline), resultant mixture, COC1=CC=C(C=C1)S(=O)(=O)Cl (4-methoxybenzenesulfonyl chloride). Solvent: C(Cl)(Cl)Cl (chloroform). Yields the product COC1=CC=C(C=C1)S(=O)(=O)NCCN1CCC(CC1)N1CCC2=CC=CC=C12 (1-{1-[2-(4-methoxyphenylsulfonylamino)ethyl]piperidin-4-yl}indoline). Isolated yield 23.6%. RXN SMILES: [NH2:1][CH2:2][CH2:3][N:4]1[CH2:9][CH2:8][CH:7]([N:10]2[C:18]3[C:13](=[CH:14][CH:15]=[CH:16][CH:17]=3)[CH2:12][CH2:11]2)[CH2:6][CH2:5]1.[CH3:19][O:20][C:21]1[CH:26]=[CH:25][C:24]([S:27](Cl)(=[O:29])=[O:28])=[CH:23][CH:22]=1.O>C(Cl)(Cl)Cl>[CH3:19][O:20][C:21]1[CH:22]=[CH:23][C:24]([S:27]([NH:1][CH2:2][CH2:3][N:4]2[CH2:9][CH2:8][CH:7]([N:10]3[C:18]4[C:13](=[CH:14][CH:15]=[CH:16][CH:17]=4)[CH2:12][CH2:11]3)[CH2:6][CH2:5]2)(=[O:29])=[O:28])=[CH:25][CH:26]=1. Procedure details: 1-[1-(2-Aminoethyl)piperidin-4-yl]indoline (113 mg) was dissolved in chloroform (3 ml). Under ice cooling, 4-methoxybenzenesulfonyl chloride (95 mg) was added thereto and the resultant mixture was stirred at room temperature overnight. After adding water, the reaction solution was extracted with chloroform. The organic layer was washed with brine and dried over magnesium sulfate. After evaporating the solvent, the resulting residue (80 mg) was purified by NH-silica gel column chromatography (met... Reactants: ClC1=CC2=C(N=CS2=O)C=C1 (6-chloro-benzothiazolone), Cl.CN(C)CCCl (N,N-dimethylaminoethylchloride hydrochloride), C(=O)([O-])[O-].[K+].[K+] (K2CO3). Run in CC(=O)C (acetone). The product is ClC1=CC2=C(N(C(S2)=O)CCN(C)C)C=C1 (6-chloro-3-[2-(dimethylamino)ethyl]-2-benzothiazolone). Isolated yield 64.3%. As a reaction SMILES: [Cl:1][C:2]1[CH:11]=[CH:10][C:5]2[N:6]=[CH:7][S:8](=O)[C:4]=2[CH:3]=1.Cl.[CH3:13][N:14]([CH2:16][CH2:17]Cl)[CH3:15].C([O-])([O-])=[O:20].[K+].[K+]>CC(C)=O>[Cl:1][C:2]1[CH:11]=[CH:10][C:5]2[N:6]([CH2:17][CH2:16][N:14]([CH3:15])[CH3:13])[C:7](=[O:20])[S:8][C:4]=2[CH:3]=1 |f:1.2,3.4.5|. Procedure details: A solution of compound (VIII) (9.28 g, 50 mmol), N,N-dimethylaminoethylchloride hydrochloride (XIe) (7.92 g, 55 mmol), and K2CO3 (16.58 g, 120 mmol) in acetone (93 ml) was refluxed for 20 hours with stirring. After the reaction was complete, the reaction mixture was concentrated in vacuo. The residue was extracted with ethyl acetate. The layer of ethyl acetate was dried over MgSO4 and subjected to column chromatography on silica gel. From the eluate eluted with ethyl acetate, compound (XIIe) (3.... Starting materials: Cl.N1(C=CC2=CC=CC=C12)[C@H]([C@@H](CNC)O)C1=CC=CC=C1 ((1S,2R)-1-(1H-indol-1-yl)-3-(methylamino)-1-phenylpropan-2-ol hydrochloride), CC1=CN(C2=CC=CC=C12)[C@H]([C@@H](COS(=O)(=O)C1=CC=C(C=C1)C)O)C1=CC=CC=C1 ((2S,3S)-toluene-4-sulfonic acid 3-(3-methyl-indol-1-yl)-2-hydroxy-3-phenyl-propyl ester), CN (methylamine). Solvent: CO (MeOH), CO (MeOH). Yields the product Cl.CNC[C@H]([C@H](C1=CC=CC=C1)N1C=C(C2=CC=CC=C12)C)O ((1S,2R)-3-(methylamino)-1-(3-methyl-1H-indol-1-yl)-1-phenylpropan-2-ol hydrochloride). RXN SMILES: [ClH:1].[N:2]1([C@@H:11]([C:17]2[CH:22]=[CH:21][CH:20]=[CH:19][CH:18]=2)[C@H:12]([OH:16])[CH2:13][NH:14][CH3:15])[C:10]2[C:5](=[CH:6][CH:7]=[CH:8][CH:9]=2)[CH:4]=[CH:3]1.[CH3:23]C1C2C(=CC=CC=2)N([C@@H](C2C=CC=CC=2)[C@H](O)COS(C2C=CC(C)=CC=2)(=O)=O)C=1.CN>CO>[ClH:1].[CH3:15][NH:14][CH2:13][C@@H:12]([OH:16])[C@@H:11]([N:2]1[C:10]2[C:5](=[CH:6][CH:7]=[CH:8][CH:9]=2)[C:4]([CH3:23])=[CH:3]1)[C:17]1[CH:22]=[CH:21][CH:20]=[CH:19][CH:18]=1 |f:0.1,5.6|. Reported procedure: In an analogous manner to EXAMPLE 5, (1S,2R)-1-(1H-indol-1-yl)-3-(methylamino)-1-phenylpropan-2-ol hydrochloride was prepared from (2S,3S)-toluene-4-sulfonic acid 3-(3-methyl-indol-1-yl)-2-hydroxy-3-phenyl-propyl ester and methylamine (2N solution in methanol) as a white solid. [□]D25/MeOH=+116; CD/MeOH=(−); MS (ESI) m/z 295 ([M+H]+); HRMS: calcd for C19H22N20+H+, 295.18049; found (ESI, [M+H]+), 295.1816. The reactants are CCCCc1nn(-c2ccc(OCc3ccccc3)cc2)c(=O)n1Cc1ccc(-c2ccccc2-c2nnnn2C(c2ccccc2)(c2ccccc2)c2ccccc2)cc1, CC(=O)O. Yields the product CCCCc1nn(-c2ccc(OCc3ccccc3)cc2)c(=O)n1Cc1ccc(-c2ccccc2-c2nnn[nH]2)cc1. As a reaction SMILES: [CH2:1]([c:2]1[cH:3][cH:4][cH:5][cH:6][cH:7]1)[O:8][c:9]1[cH:10][cH:11][c:12](-[n:15]2[n:16][c:17]([CH2:58][CH2:59][CH2:60][CH3:61])[n:18]([CH2:21][c:22]3[cH:23][cH:24][c:25](-[c:28]4[c:29](-[c:34]5[n:35][n:36][n:37][n:38]5[C:39]([c:40]5[cH:41][cH:42][cH:43][cH:44][cH:45]5)([c:46]5[cH:47][cH:48][cH:49][cH:50][cH:51]5)[c:52]5[cH:53][cH:54][cH:55][cH:56][cH:57]5)[cH:30][cH:31][cH:32][cH:33]4)[cH:26][cH:27]3)[c:19]2=[O:20])[cH:13][cH:14]1.[CH3:62][C:63](=[O:64])[OH:65]>>[CH2:1]([c:2]1[cH:3][cH:4][cH:5][cH:6][cH:7]1)[O:8][c:9]1[cH:10][cH:11][c:12](-[n:15]2[n:16][c:17]([CH2:58][CH2:59][CH2:60][CH3:61])[n:18]([CH2:21][c:22]3[cH:23][cH:24][c:25](-[c:28]4[c:29](-[c:34]5[nH:35][n:36][n:37][n:38]5)[cH:30][cH:31][cH:32][cH:33]4)[cH:26][cH:27]3)[c:19]2=[O:20])[cH:13][cH:14]1.